This data is from the Open Reaction Database (ORD), a public repository of structured organic reaction records. The task is: describe an organic reaction: reactants, conditions, products, and yield Starting materials: 3, FC1=C(C=C(C(=C1)C1CCN(CC1)C)F)C(CC(=O)OCC)=O (ethyl 2,5-difluoro-4-(1-methyl-4-piperidinyl)-β-oxobenzenepropionate). The solvent is C(C)(=O)OC(C)=O (acetic anhydride), C(OCC)(OCC)OCC (triethyl orthoformate). The product is C(C)OC=C(C(=O)OCC)C(C1=C(C=C(C(=C1)F)C1CCN(CC1)C)F)=O (Ethyl α-(ethoxymethylene)-2,5-difluoro-4-(1-methyl-4-piperidinyl)-β-oxobenzenepropanoate). As a reaction SMILES: [F:1][C:2]1[CH:7]=[C:6]([CH:8]2[CH2:13][CH2:12][N:11]([CH3:14])[CH2:10][CH2:9]2)[C:5]([F:15])=[CH:4][C:3]=1[C:16](=[O:23])[CH2:17][C:18]([O:20][CH2:21][CH3:22])=[O:19]>C(OC(=O)C)(=O)C.C(OCC)(OCC)OCC>[CH2:18]([O:20][CH:21]=[C:17]([C:16](=[O:23])[C:3]1[CH:4]=[C:5]([F:15])[C:6]([CH:8]2[CH2:9][CH2:10][N:11]([CH3:14])[CH2:12][CH2:13]2)=[CH:7][C:2]=1[F:1])[C:18]([O:20][CH2:21][CH3:22])=[O:19])[CH3:17]. Procedure: A solution of 3 25 g (10 mmoles) of ethyl 2,5-difluoro-4-(1-methyl-4-piperidinyl)-β-oxobenzenepropionate in 20 ml of acetic anhydride and 2.5 ml of triethyl orthoformate was refluxed 11/4 hours and evaporated under vacuum to give the title compound. The reactants are BrC=1C=NC=2N(C1)N=CC2C2=CC=CC=C2 (6-bromo-3-phenylpyrazolo[1,5-a]pyrimidine), C(=O)C1=CC=C(C=C1)B(O)O (4-formylphenylboronic acid), C([O-])([O-])=O.[Na+].[Na+] (sodium carbonate). The reagents and catalysts are C=1C=CC(=CC1)[P](C=2C=CC=CC2)(C=3C=CC=CC3)[Pd]([P](C=4C=CC=CC4)(C=5C=CC=CC5)C=6C=CC=CC6)([P](C=7C=CC=CC7)(C=8C=CC=CC8)C=9C=CC=CC9)[P](C=1C=CC=CC1)(C=1C=CC=CC1)C=1C=CC=CC1 (tetrakis(triphenylphosphine)palladium). The solvent is O1CCOCC1 (dioxane). Yields the product C1(=CC=CC=C1)C=1C=NN2C1N=CC(=C2)C2=CC=C(C=O)C=C2 (4-(3-phenylpyrazolo[1,5-a]pyrimidin-6-yl)benzaldehyde). As a reaction SMILES: Br[C:2]1[CH:3]=[N:4][C:5]2[N:6]([N:8]=[CH:9][C:10]=2[C:11]2[CH:16]=[CH:15][CH:14]=[CH:13][CH:12]=2)[CH:7]=1.[CH:17]([C:19]1[CH:24]=[CH:23][C:22](B(O)O)=[CH:21][CH:20]=1)=[O:18].C(=O)([O-])[O-].[Na+].[Na+]>O1CCOCC1.C1C=CC([P]([Pd]([P](C2C=CC=CC=2)(C2C=CC=CC=2)C2C=CC=CC=2)([P](C2C=CC=CC=2)(C2C=CC=CC=2)C2C=CC=CC=2)[P](C2C=CC=CC=2)(C2C=CC=CC=2)C2C=CC=CC=2)(C2C=CC=CC=2)C2C=CC=CC=2)=CC=1>[C:11]1([C:10]2[CH:9]=[N:8][N:6]3[CH:7]=[C:2]([C:22]4[CH:23]=[CH:24][C:19]([CH:17]=[O:18])=[CH:20][CH:21]=4)[CH:3]=[N:4][C:5]=23)[CH:16]=[CH:15][CH:14]=[CH:13][CH:12]=1 |f:2.3.4,^1:43,45,64,83|. Procedure: A deoxygenated solution of 6-bromo-3-phenylpyrazolo[1,5-a]pyrimidine (1-3, 2.00 g, 7.30 mmol, 1 equiv), 4-formylphenylboronic acid (1-4, 1.65 g, 11.0 mmol, 1.51 equiv), aqueous sodium carbonate solution (6.00 mL, 12.0 mmol, 1.64 equiv), and tetrakis(triphenylphosphine)palladium (0.420 g, 0.363 mmol, 0.0500 equiv) in dioxane (100 mL) was heated at reflux for 20 hours. The reaction mixture was partitioned between aqueous sodium bicarbonate solution (200 mL) and ethyl acetate (200 mL). The organic ... The reactants are COCN(Cc1ccccc1)C[Si](C)(C)C, COC(=O)C1=CCCC1, ClCCl, O=C(O)C(F)(F)F. The product is COC(=O)C12CCCC1CN(Cc1ccccc1)C2. RXN SMILES: [CH2:17]([c:18]1[cH:19][cH:20][cH:21][cH:22][cH:23]1)[N:24]([CH2:25][Si:28]([CH3:29])([CH3:31])[CH3:32])[CH2:30][O:26][CH3:27].[CH3:8][O:9][C:10](=[O:11])[C:12]1=[CH:13][CH2:14][CH2:15][CH2:16]1.[Cl:33][CH2:34][Cl:35].[OH:1][C:2]([C:3]([F:4])([F:5])[F:6])=[O:7]>>[CH3:8][O:9][C:10](=[O:11])[C:12]12[CH:13]([CH2:14][CH2:15][CH2:16]1)[CH2:30][N:24]([CH2:17][c:18]1[cH:19][cH:20][cH:21][cH:22][cH:23]1)[CH2:25]2. The reactants are C(=O)(N1C=NC=C1)N1C=NC=C1 (1,1′-carbonyldiimidazole), ClC=1C=C(C=CC1Cl)SCC(=O)O ([(3,4-dichlorophenyl)thio]acetic acid), FC(C(=O)[O-])(F)F.N[C@H]1[C@H]2SCC(=C(N2C1=O)C(=O)O)/C=C\1/C(N(CC1)CC1=CC=[N+](C=C1)CC(NC1=CC(=C(C=C1)O)F)=O)=O ((E)-(6R,7R)-7-amino-3-[1-[1-[(3-fluoro-4-hydroxy-phenylcarbamoyl)-methyl]-pyridin-1-ium-4-ylmethyl]-2-oxo-pyrrolidin-3-ylidenemethyl]-8-oxo-5-thia-1-aza-bicyclo[4.2 .0]oct-2-ene-2-carboxylate trifluoroacetate). Solvent: CN(C(C)=O)C (N,N-dimethylacetamide). Yields the product ClC=1C=C(C=CC1Cl)SCC(=O)N[C@H]1[C@H]2SCC(=C(N2C1=O)C(=O)[O-])/C=C\1/C(N(CC1)CC1=CC=[N+](C=C1)CC(NC1=CC(=C(C=C1)O)F)=O)=O ((E)-(6R,7R)-7-[2-(3,4-Dichloro-phenylsulfanyl)-acetylamino]-3-[1-[1-[(3-fluoro-4-hydroxy-phenylcarbamoyl)-methyl]-pyridin-1-ium-4-ylmethyl]-2-oxo-pyrrolidin-3-ylidenemethyl]-8-oxo-5-thia-1-aza-bicyclo[4.2.0]oct-2-ene-2-carboxylate). As a reaction SMILES: C(N1C=CN=C1)(N1C=CN=C1)=O.[Cl:13][C:14]1[CH:15]=[C:16]([S:21][CH2:22][C:23]([OH:25])=O)[CH:17]=[CH:18][C:19]=1[Cl:20].FC(F)(F)C([O-])=O.[NH2:33][C@@H:34]1[C:41](=[O:42])[N:40]2[C@@H:35]1[S:36][CH2:37][C:38](/[CH:46]=[C:47]1/[C:48](=[O:71])[N:49]([CH2:52][C:53]3[CH:58]=[CH:57][N+:56]([CH2:59][C:60](=[O:70])[NH:61][C:62]4[CH:67]=[CH:66][C:65]([OH:68])=[C:64]([F:69])[CH:63]=4)=[CH:55][CH:54]=3)[CH2:50][CH2:51]/1)=[C:39]2[C:43]([OH:45])=[O:44]>CN(C)C(=O)C>[Cl:13][C:14]1[CH:15]=[C:16]([S:21][CH2:22][C:23]([NH:33][C@@H:34]2[C:41](=[O:42])[N:40]3[C@@H:35]2[S:36][CH2:37][C:38](/[CH:46]=[C:47]2/[C:48](=[O:71])[N:49]([CH2:52][C:53]4[CH:54]=[CH:55][N+:56]([CH2:59][C:60](=[O:70])[NH:61][C:62]5[CH:67]=[CH:66][C:65]([OH:68])=[C:64]([F:69])[CH:63]=5)=[CH:57][CH:58]=4)[CH2:50][CH2:51]/2)=[C:39]3[C:43]([O-:45])=[O:44])=[O:25])[CH:17]=[CH:18][C:19]=1[Cl:20] |f:2.3|. Procedure: With 60.0 mg (0.36 mmol) 1,1′-carbonyldiimidazole, 85.0 mg (0.36 mmol) [(3,4-dichlorophenyl)thio]acetic acid and 200.0 mg (0.30 mmol) (E)-(6R,7R)-7-amino-3-[1-[1-[(3-fluoro-4-hydroxy-phenylcarbamoyl)-methyl]-pyridin-1-ium-4-ylmethyl]-2-oxo-pyrrolidin-3-ylidenemethyl]-8-oxo-5-thia-1-aza-bicyclo[4.2 .0]oct-2-ene-2-carboxylate trifluoroacetate in 4 ml N,N-dimethylacetamide. The resulting solid was purified by column chromatography on MCI gel (75-150μ, Mitsubishi Kasei Corporation) with a gradient o... The yield is 66.2%. Product: C(C1=CC=CC=C1)N1C(=C(C2=C(C=CC=C12)C1=CC=C(C=C1)O)C)C1=CC=CC=C1 (4-(1-Benzyl-3-methyl-2-phenyl-1H-indol-4-yl)-phenol), product. Reactants: C(C1=CC=CC=C1)N1C(=C(C2=C(C=CC=C12)C1=CC=C(C=C1)OC)C)C1=CC=CC=C1 (1-benzyl-4-(4-methoxy-phenyl)-3-methyl-2-phenyl-1H-indole), B(Br)(Br)Br (BBr3), solution. Run in C(Cl)Cl (CH2Cl2). Reported procedure: The desired product was prepared using a procedure similar to step 4 of example 3. Thus, 1-benzyl-4-(4-methoxy-phenyl)-3-methyl-2-phenyl-1H-indole (1.029 g, 2.550 mmol) was reacted with BBr3 (3.1 ml of a 1M solution in CH2Cl2) to give the product (0.657 g, 1.687 mmol, 66%) as a white solid, mp 174-176° C. 1H NMR (DMSO-d6) δ 1.73 (s, 3H), 5.28 (s, 2H), 6.79-6.82 (m, 3H), 6.88 (d, J=7.2 Hz, 2H), 7.07-7.10 (m, 1H), 7.15-7.19 (m, 1H), 7.20-7.23 (m, 4H), 7.28 (dd, J=0.8, 8.3 Hz, 1H), 7.32-7.34 (m, 2H... RXN SMILES: [CH2:1]([N:8]1[C:16]2[C:11](=[C:12]([C:17]3[CH:22]=[CH:21][C:20]([O:23]C)=[CH:19][CH:18]=3)[CH:13]=[CH:14][CH:15]=2)[C:10]([CH3:25])=[C:9]1[C:26]1[CH:31]=[CH:30][CH:29]=[CH:28][CH:27]=1)[C:2]1[CH:7]=[CH:6][CH:5]=[CH:4][CH:3]=1.B(Br)(Br)Br>C(Cl)Cl>[CH2:1]([N:8]1[C:16]2[C:11](=[C:12]([C:17]3[CH:22]=[CH:21][C:20]([OH:23])=[CH:19][CH:18]=3)[CH:13]=[CH:14][CH:15]=2)[C:10]([CH3:25])=[C:9]1[C:26]1[CH:31]=[CH:30][CH:29]=[CH:28][CH:27]=1)[C:2]1[CH:3]=[CH:4][CH:5]=[CH:6][CH:7]=1. The reactants are O=C([O-])[O-], CCO, COCCOC, CC(C)n1nc(I)c2c(N)ncnc21, [Na+], [Na+], OCc1cccc(B(O)O)c1, c1ccc(P(c2ccccc2)(c2ccccc2)[Pd](P(c2ccccc2)(c2ccccc2)c2ccccc2)(P(c2ccccc2)(c2ccccc2)c2ccccc2)P(c2ccccc2)(c2ccccc2)c2ccccc2)cc1. Product: CC(C)n1nc(-c2cccc(CO)c2)c2c(N)ncnc21. RXN SMILES: [C:26](=[O:27])([O-:28])[O-:29].[CH3:32][CH2:33][OH:34].[CH3:35][O:36][CH2:37][CH2:38][O:39][CH3:40].[I:12][c:13]1[n:14][n:15]([CH:23]([CH3:24])[CH3:25])[c:16]2[n:17][cH:18][n:19][c:20]([NH2:22])[c:21]12.[Na+:30].[Na+:31].[OH:1][CH2:2][c:3]1[cH:4][c:5]([B:9]([OH:10])[OH:11])[cH:6][cH:7][cH:8]1.[cH:41]1[cH:42][cH:43][c:44]([P:45]([Pd:46]([P:47]([c:48]2[cH:49][cH:50][cH:51][cH:52][cH:53]2)([c:54]2[cH:55][cH:56][cH:57][cH:58][cH:59]2)[c:60]2[cH:61][cH:62][cH:63][cH:64][cH:65]2)([P:66]([c:67]2[cH:68][cH:69][cH:70][cH:71][cH:72]2)([c:73]2[cH:74][cH:75][cH:76][cH:77][cH:78]2)[c:79]2[cH:80][cH:81][cH:82][cH:83][cH:84]2)[P:85]([c:86]2[cH:87][cH:88][cH:89][cH:90][cH:91]2)([c:92]2[cH:93][cH:94][cH:95][cH:96][cH:97]2)[c:98]2[cH:99][cH:100][cH:101][cH:102][cH:103]2)([c:104]2[cH:105][cH:106][cH:107][cH:108][cH:109]2)[c:110]2[cH:111][cH:112][cH:113][cH:114][cH:115]2)[cH:116][cH:117]1>>[OH:1][CH2:2][c:3]1[cH:4][c:5](-[c:13]2[n:14][n:15]([CH:23]([CH3:24])[CH3:25])[c:16]3[n:17][cH:18][n:19][c:20]([NH2:22])[c:21]23)[cH:6][cH:7][cH:8]1.